From a dataset of the Open Reaction Database (ORD), a public repository of structured organic reaction records. describe an organic reaction: reactants, conditions, products, and yield Reactants: C(C)(=O)OC1=CC=C(C=C1)C=1S(C2=CC=CC=C2C(C1)=O)(=O)=O (2-(4-acetoxy-phenyl)-1,1-dioxo-1H-1λ6-thiochromen-4-one), C1CCOC1 (THF), C(=O)([O-])[O-].[K+].[K+] (K2CO3), Cl (HCl). Yields the product OC1=CC=C(C=C1)C=1S(C2=CC=CC=C2C(C1)=O)(=O)=O (2-(4-hydroxy-phenyl)-1,1-dioxo-1H-1λ6-thiochromen-4-one). Procedure details: To a solution of 2-(4-acetoxy-phenyl)-1,1-dioxo-1H-1λ6-thiochromen-4-one (260 mg, 0.79 mmol) in MeOH:THF (5 mL: 5 mL), K2CO3 (133 mg, 0.95 mmol) was added and stirred for 2 h at rt Then the reaction mixture was neutralized by dilute HCl and extracted by EtOAc, the combined organic layer was washed with water, brine, dried and concentrated to give a crude product, which was purified by column chromatography using 50% EtOAc in hexane, to give 134 mg (59%) of 2-(4-hydroxy-phenyl)-1,1-dioxo-1H-1λ6-t... Reaction SMILES: C([O:4][C:5]1[CH:10]=[CH:9][C:8]([C:11]2[S:12](=[O:23])(=[O:22])[C:13]3[C:18]([C:19](=[O:21])[CH:20]=2)=[CH:17][CH:16]=[CH:15][CH:14]=3)=[CH:7][CH:6]=1)(=O)C.C1COCC1.C([O-])([O-])=O.[K+].[K+].Cl>CO>[OH:4][C:5]1[CH:10]=[CH:9][C:8]([C:11]2[S:12](=[O:23])(=[O:22])[C:13]3[C:18]([C:19](=[O:21])[CH:20]=2)=[CH:17][CH:16]=[CH:15][CH:14]=3)=[CH:7][CH:6]=1 |f:2.3.4|. The yield is 59.2%. Solvent: CO (MeOH). Conditions: time 2 hour. Reactants: N1=C(C=CC=C1)C1=NCCC2=CC=CC=C12 (1-pyridin-2-yl-3,4-dihydro-isoquinoline), [H][H] (hydrogen). Reagents/catalysts: [Pt](=O)=O (platinum dioxide). Solvent: C(C)O (ethanol). The product is N1=C(C=CC=C1)C1NCCC2=CC=CC=C12 ((RS)-1-pyridin-2-yl-1,2,3,4-tetrahydro-isoquinoline). The yield is 108.9%. Reaction SMILES: [N:1]1[CH:6]=[CH:5][CH:4]=[CH:3][C:2]=1[C:7]1[C:16]2[C:11](=[CH:12][CH:13]=[CH:14][CH:15]=2)[CH2:10][CH2:9][N:8]=1.[H][H]>C(O)C.[Pt](=O)=O>[N:1]1[CH:6]=[CH:5][CH:4]=[CH:3][C:2]=1[CH:7]1[C:16]2[C:11](=[CH:12][CH:13]=[CH:14][CH:15]=2)[CH2:10][CH2:9][NH:8]1. Procedure: A solution of 6.1 g of 1-pyridin-2-yl-3,4-dihydro-isoquinoline in 220 ml of absolute ethanol was hydrogenated on 1.25 g of platinum dioxide at 20° C. and 1 bar hydrogen pressure for 90 min. After removal of the catalyst by filtration, [the filtrate] was concentrated under reduced pressure. There were obtained 6.71 g of (RS)-1-pyridin-2-yl-1,2,3,4-tetrahydro-isoquinoline as a colorless oil, b.p. 140° C./0.1 mbar (bulb-tube). Reported procedure: Next, a reaction flask was loaded with acetic acid (54 ml) and 9,10-phenanthrenequinone (3.8 g), and the temperature was raised to 110° C. with stirring to dissolve 9,10-phenanthrenequinone. To this mixture, 2-hydrazino-6-(2,2,3,3,4,4,5,5-octafluoropentyloxy)pyridine (10 g) was added in 30 minutes. After stirring at 110° C. for one hour, the reaction mixture was filtrated. Crystals were stirred in methanol (100 ml) for 30 minutes, filtrated and dried to give intended crystals (5.2 g). Run in C(C)(=O)O (acetic acid). Yields the product FC(COC1=CC=CC(=N1)N=NC1=C(C2=CC=CC=C2C=2C=CC=CC12)O)(C(C(C(F)F)(F)F)(F)F)F (10-[6-(2,2,3,3,4,4,5,5-octafluoropentyloxy)-2-pyridylazo]-9-phenanthrol). The reactants are C1=CC=CC=2C3=CC=CC=C3C(C(C12)=O)=O (9,10-phenanthrenequinone), crystals, C1=CC=CC=2C3=CC=CC=C3C(C(C12)=O)=O (9,10-phenanthrenequinone), N(N)C1=NC(=CC=C1)OCC(C(C(C(F)F)(F)F)(F)F)(F)F (2-hydrazino-6-(2,2,3,3,4,4,5,5-octafluoropentyloxy)pyridine). Run at temperature 110 celsius. As a reaction SMILES: [CH:1]1[C:14]2[C:13](=O)[C:12](=[O:16])[C:11]3[C:6](=[CH:7][CH:8]=[CH:9][CH:10]=3)[C:5]=2[CH:4]=[CH:3][CH:2]=1.[NH:17]([C:19]1[CH:24]=[CH:23][CH:22]=[C:21]([O:25][CH2:26][C:27]([F:38])([F:37])[C:28]([F:36])([F:35])[C:29]([F:34])([F:33])[CH:30]([F:32])[F:31])[N:20]=1)[NH2:18]>C(O)(=O)C>[F:38][C:27]([F:37])([C:28]([F:35])([F:36])[C:29]([F:33])([F:34])[CH:30]([F:32])[F:31])[CH2:26][O:25][C:21]1[N:20]=[C:19]([N:17]=[N:18][C:13]2[C:14]3[CH:1]=[CH:2][CH:3]=[CH:4][C:5]=3[C:6]3[C:11](=[CH:10][CH:9]=[CH:8][CH:7]=3)[C:12]=2[OH:16])[CH:24]=[CH:23][CH:22]=1. As a reaction SMILES: [C:1]([CH3:2])([CH3:3])([CH3:4])[Si:5]([O:6][CH:7]1[CH2:8][CH2:9][CH:10]([C:13](=[O:14])[O:15][CH2:16][CH3:17])[CH2:11][CH2:12]1)([c:18]1[cH:19][cH:20][cH:21][cH:22][cH:23]1)[c:24]1[cH:25][cH:26][cH:27][cH:28][cH:29]1.[CH3:33][OH:34].[ClH:32].[Na+:31].[O:35]1[CH2:36][CH2:37][CH2:38][CH2:39]1.[OH-:30]>>[C:1]([CH3:2])([CH3:3])([CH3:4])[Si:5]([O:6][CH:7]1[CH2:8][CH2:9][CH:10]([C:13](=[O:14])[OH:15])[CH2:11][CH2:12]1)([c:18]1[cH:19][cH:20][cH:21][cH:22][cH:23]1)[c:24]1[cH:25][cH:26][cH:27][cH:28][cH:29]1. The reactants are CCOC(=O)C1CCC(O[Si](c2ccccc2)(c2ccccc2)C(C)(C)C)CC1, CO, Cl, [Na+], C1CCOC1, [OH-]. Product: CC(C)(C)[Si](OC1CCC(C(=O)O)CC1)(c1ccccc1)c1ccccc1. The reactants are ClCCl, CCOC(C)=O, CCCC(O)c1c(CC)nc2c(Cl)nccn12. Product: CCCC(=O)c1c(CC)nc2c(Cl)nccn12. RXN SMILES: [CH2:24]([Cl:25])[Cl:26].[CH3:18][CH2:19][O:20][C:21](=[O:22])[CH3:23].[Cl:1][c:2]1[c:3]2[n:4]([cH:5][cH:6][n:7]1)[c:8]([CH:13]([CH2:14][CH2:15][CH3:16])[OH:17])[c:9]([CH2:11][CH3:12])[n:10]2>>[Cl:1][c:2]1[c:3]2[n:4]([cH:5][cH:6][n:7]1)[c:8]([C:13]([CH2:14][CH2:15][CH3:16])=[O:17])[c:9]([CH2:11][CH3:12])[n:10]2. The product is CCCc1c(OCCOCCOc2c(C(C)=O)ccc(OCC(=O)OCC)c2CCC)ccc(C(C)=O)c1O. RXN SMILES: [C:41](=[O:42])([O-:43])[O-:44].[CH2:15]([CH3:16])[O:17][C:18]([CH2:19][O:20][c:21]1[c:22]([CH2:37][CH2:38][CH3:39])[c:23]([O:30][CH2:31][CH2:32][O:33][CH2:34][CH2:35][Cl:36])[c:24]([C:27]([CH3:28])=[O:29])[cH:25][cH:26]1)=[O:40].[CH3:49][C:50](=[O:51])[CH3:52].[CH3:53][N:54]([CH3:55])[CH:56]=[O:57].[I-:48].[K+:45].[K+:46].[K+:47].[OH:1][c:2]1[c:3]([C:12]([CH3:13])=[O:14])[cH:4][cH:5][c:6]([OH:11])[c:7]1[CH2:8][CH2:9][CH3:10]>>[OH:1][c:2]1[c:3]([C:12]([CH3:13])=[O:14])[cH:4][cH:5][c:6]([O:11][CH2:35][CH2:34][O:33][CH2:32][CH2:31][O:30][c:23]2[c:22]([CH2:37][CH2:38][CH3:39])[c:21]([O:20][CH2:19][C:18]([O:17][CH2:15][CH3:16])=[O:40])[cH:26][cH:25][c:24]2[C:27]([CH3:28])=[O:29])[c:7]1[CH2:8][CH2:9][CH3:10]. The reactants are O=C([O-])[O-], CCCc1c(OCC(=O)OCC)ccc(C(C)=O)c1OCCOCCCl, CC(C)=O, CN(C)C=O, [I-], [K+], [K+], [K+], CCCc1c(O)ccc(C(C)=O)c1O. Starting materials: CCOC(=O)C(C#N)=NC=C(c1ccccc1)N1CCOCC1, COC(=O)C(C#N)=NC(C)=C(c1ccccc1)N1CCOCC1. Yields the product COC(=O)C(C#N)=NC(C)=C(N)c1ccccc1. RXN SMILES: [C:1]([C:2]([C:3]([O:4][CH2:5][CH3:6])=[O:7])=[N:8][CH:9]=[C:10]([N:11]1[CH2:12][CH2:13][O:14][CH2:15][CH2:16]1)[c:17]1[cH:18][cH:19][cH:20][cH:21][cH:22]1)#[N:23].[C:24](#[N:25])[C:26](=[N:27][C:28](=[C:29]([c:30]1[cH:31][cH:32][cH:33][cH:34][cH:35]1)[N:36]1[CH2:37][CH2:38][O:39][CH2:40][CH2:41]1)[CH3:42])[C:43](=[O:44])[O:45][CH3:46]>>[C:24](#[N:25])[C:26](=[N:27][C:28](=[C:29]([c:30]1[cH:31][cH:32][cH:33][cH:34][cH:35]1)[NH2:36])[CH3:42])[C:43](=[O:44])[O:45][CH3:46]. The reactants are CN1C(NC=2C1=NC(=CC2)C2=C(C#N)C=CC=C2)=O (2-(3-methyl-2-oxo-2,3-dihydro-1H-imidazo[4,5-b]pyridin-5-yl)benzonitrile), C([O-])([O-])=O.[Cs+].[Cs+] (cesium carbonate), FC1=C(CBr)C=C(C=C1)C(F)(F)F (2-Fluoro-5-(trifluoromethyl)benzyl bromide). Run in CN1CCCC1=O (NMP), CO (methanol). Run at temperature 90 celsius. Yields the product FC1=C(CN2C(N(C3=NC(=CC=C32)C3=C(C#N)C=CC=C3)C)=O)C=C(C=C1)C(F)(F)F (2-{1-[2-fluoro-5-(trifluoromethyl)benzyl]-3-methyl-2-oxo-2,3-dihydro 1H-imidazo[4,5-b]pyridin-5-yl}benzonitrile). Reaction SMILES: [CH3:1][N:2]1[C:6]2=[N:7][C:8]([C:11]3[CH:18]=[CH:17][CH:16]=[CH:15][C:12]=3[C:13]#[N:14])=[CH:9][CH:10]=[C:5]2[NH:4][C:3]1=[O:19].C(=O)([O-])[O-].[Cs+].[Cs+].[F:26][C:27]1[CH:34]=[CH:33][C:32]([C:35]([F:38])([F:37])[F:36])=[CH:31][C:28]=1[CH2:29]Br>CN1C(=O)CCC1.CO>[F:26][C:27]1[CH:34]=[CH:33][C:32]([C:35]([F:36])([F:37])[F:38])=[CH:31][C:28]=1[CH2:29][N:4]1[C:5]2[C:6](=[N:7][C:8]([C:11]3[CH:18]=[CH:17][CH:16]=[CH:15][C:12]=3[C:13]#[N:14])=[CH:9][CH:10]=2)[N:2]([CH3:1])[C:3]1=[O:19] |f:1.2.3|. Reported procedure: 2-(3-methyl-2-oxo-2,3-dihydro-1H-imidazo[4,5-b]pyridin-5-yl)benzonitrile (4-1) (30 mg, 0.12 mmol) and cesium carbonate (117 mg, 0.36 mmol) were added to a microwave vial and suspended in NMP (0.5 mL) under nitrogen. 2-Fluoro-5-(trifluoromethyl)benzyl bromide (47 mg, 0.18 mmol) was added to the suspension and then heated at 90° C. overnight. The mixture was diluted with methanol and purified using reverse phase chromatography (10-100%, 0.1% TFA in H2O/Acetonitrile); the desired fractions were col... Starting materials: ClC1=CC(=C(COC=2C=CC(=NC2)C(C(CN2N=NN=C2)(O)C2=C(C=C(C=C2)F)F)(F)F)C=C1)F (1-(5-(4-Chloro-2-fluorobenzyloxy)pyridin-2-yl)-2-(2,4-difluorophenyl)-1,1-difluoro-3-(1H-tetrazol-1-yl)propan-2-ol), FC(CI)(F)F (1,1,1-trifluoro-2-iodoethane). The product is FC1=C(C=CC(=C1)F)C(C(C1=NC=C(C=C1)OCC(F)(F)F)(F)F)(CN1N=NN=C1)O (2-(2,4-Difluorophenyl)-1,1-difluoro-3-(1H-tetrazol-1-yl)-1-(5-(2,2,2-trifluoro ethoxy)pyridin-2-yl)propan-2-ol), solid. Yield: 50.0%. As a reaction SMILES: ClC1C=CC(C[O:7][C:8]2[CH:9]=[CH:10][C:11]([C:14]([F:32])([F:31])[C:15]([C:23]3[CH:28]=[CH:27][C:26]([F:29])=[CH:25][C:24]=3[F:30])([OH:22])[CH2:16][N:17]3[CH:21]=[N:20][N:19]=[N:18]3)=[N:12][CH:13]=2)=C(F)C=1.[F:36][C:37]([F:41])([F:40])[CH2:38]I>>[F:30][C:24]1[CH:25]=[C:26]([F:29])[CH:27]=[CH:28][C:23]=1[C:15]([OH:22])([CH2:16][N:17]1[CH:21]=[N:20][N:19]=[N:18]1)[C:14]([F:31])([F:32])[C:11]1[CH:10]=[CH:9][C:8]([O:7][CH2:38][C:37]([F:41])([F:40])[F:36])=[CH:13][N:12]=1. Procedure details: Compound 12 was prepared in a similar manner to compound 1 from 1,1,1-trifluoro-2-iodoethane to afford a pale yellow solid (23.0 mg, 50%). 1H NMR (500 MHz, CDCl3): δ 8.73 (s, 1H), 8.27 (s, 1H), 7.56 (d, J=9.0 Hz, 1H), 7.35-7.30 (m, 2H), 7.21 (br s, 1H), 6.78-6.73 (m, 1H), 6.69-6.66 (m, 1H), 5.55 (d, J=14.5 Hz, 1H), 5.12 (d, J=14.5 Hz, 1H), 4.43 (q, J=8.0 Hz, 2H). MS (ESI): m/z 452.1 [M++1]. HPLC: 98.05%.